Dataset: the Open Reaction Database (ORD), a public repository of structured organic reaction records. Task: describe an organic reaction: reactants, conditions, products, and yield The reactants are C(C1=CC=CC=C1)=O (benzaldehyde), ClC1=C(C=CC(=C1Cl)OC)C(CCC)=O (2',3'-dichloro-4'-methoxybutyrophenone), [OH-].[Na+] (sodium hydroxide). The solvent is C(C)O (ethanol). The product is ClC1=C(C=CC(=C1Cl)C(C(CC)=CC1=CC=CC=C1)=O)OC (2,3-Dichloro-4-(2-benzylidenebutyryl)anisole). RXN SMILES: [CH:1](=O)[C:2]1[CH:7]=[CH:6][CH:5]=[CH:4][CH:3]=1.[Cl:9][C:10]1[C:15]([Cl:16])=[C:14]([O:17][CH3:18])[CH:13]=[CH:12][C:11]=1[C:19](=[O:23])[CH2:20][CH2:21][CH3:22].[OH-].[Na+]>C(O)C>[Cl:16][C:15]1[C:10]([Cl:9])=[C:11]([C:19](=[O:23])[C:20](=[CH:1][C:2]2[CH:7]=[CH:6][CH:5]=[CH:4][CH:3]=2)[CH2:21][CH3:22])[CH:12]=[CH:13][C:14]=1[O:17][CH3:18] |f:2.3|. Reported procedure: To a mixture of benzaldehyde (19.4 g., 0.183 mole) andd 2',3'-dichloro-4'-methoxybutyrophenone (42.2 g., 0.183 mole) in absolute ethanol (350 ml.) a 20% sodium hydroxide solution (35.9 ml.) is added dropwise with stirring. The mixture is stirred for 22 hours. The white solid product that separates is collected and air dried. Yield 55.6 g. (91%), m.p. 127°-130° C. Starting materials: CCC#CC(=O)OCC, C1CCOC1, [H][H], c1ccncc1. Yields the product CCC=CC(=O)OCC. RXN SMILES: [C:1]([C:2]#[C:3][CH2:4][CH3:5])(=[O:6])[O:7][CH2:8][CH3:9].[CH2:12]1[O:13][CH2:14][CH2:15][CH2:16]1.[H:10][H:11].[cH:17]1[cH:18][cH:19][n:20][cH:21][cH:22]1>>[C:1]([CH:2]=[CH:3][CH2:4][CH3:5])(=[O:6])[O:7][CH2:8][CH3:9]. Reactants: CS(=O)(=O)OCC1OCC(OC1)(C)C ((5,5-Dimethyl-1,4-dioxan-2-yl)methyl methanesulfonate), BrC1=CC=CC(=N1)N (6-Bromopyridin-2-amine), [H-].[Na+] (NaH), NC1=NC=CC=C1 (aminopyridine). Run in CN(C)C=O (DMF), CCOC(=O)C (EtOAc), CN(C)C=O (DMF). Run at temperature 0 celsius, time 15 minute. The product is BrC1=CC=CC(=N1)NCC1OCC(OC1)(C)C (6-bromo-N-((5,5-dimethyl-1,4-dioxan-2-yl)methyl)pyridin-2-amine). Yield: 45.6%. RXN SMILES: [Br:1][C:2]1[N:7]=[C:6]([NH2:8])[CH:5]=[CH:4][CH:3]=1.[H-].[Na+].CS(O[CH2:16][CH:17]1[CH2:22][O:21][C:20]([CH3:24])([CH3:23])[CH2:19][O:18]1)(=O)=O.NC1C=CC=CN=1>CN(C=O)C.CCOC(C)=O>[Br:1][C:2]1[N:7]=[C:6]([NH:8][CH2:16][CH:17]2[CH2:22][O:21][C:20]([CH3:24])([CH3:23])[CH2:19][O:18]2)[CH:5]=[CH:4][CH:3]=1 |f:1.2|. Procedure: 6-Bromopyridin-2-amine (771 mg, 4.46 mmol) was dissolved in 10 mL of anhydrous DMF and cooled to 0° C. NaH (60% in mineral oil, 214 mg, 5.35 mmol) was added. After 10 min the solution was warmed to ambient temperature and stirred for 15 min until bubbling ceased, to give a dark green solution. (5,5-Dimethyl-1,4-dioxan-2-yl)methyl methanesulfonate (500 mg, 2.23 mmol) in 2 mL of DMF was added. After the addition was completed the solution was stirred at ambient temperature for 20 min, then heated ... Reactants: C(C)(C)(C)OC(=O)N[C@H]1CCCCC\C=C/[C@H]2[C@](NC([C@H]3N(C1=O)C[C@@H](C3)OC=3N=C1C=CC(=CC1=C1C=C(C=CC31)F)F)=O)(C2)C(=O)OCC ((2R,6S,13aS,14aR,16aS,Z)-ethyl 6-(tert-butoxycarbonylamino)-2-(2,9-difluorophenanthridin-6-yloxy)-5,16-dioxo-1,2,3,5,6,7,8,9,10,11,13a,14,14a,15,16,16a-hexadecahydrocyclopropa[e]pyrrolo[1,2-a][1,4]diazacyclopentadecine-14a-carboxylate), C(C)(C)(C)OC(=O)N[C@H]1CCCCC\C=C/[C@H]2[C@](NC([C@H]3N(C1=O)C[C@@H](C3)OC=3N=C1C=CC=CC1=C1C=CC=CC31)=O)(C2)C(=O)OCC ((2R,6S,13aS,14aR,16aS,Z)-ethyl 6-(tert-butoxycarbonylamino)-5,16-dioxo-2-(phenanthridin-6-yloxy)-1,2,3,5,6,7,8,9,10,11,13a,14,14a,15,16,16a-hexadecahydrocyclopropa[e]pyrrolo[1,2-a][1,4]diazacyclopentadecine-14a-carboxylate). Product: C(C)(C)(C)OC(=O)N[C@H]1CCCCC\C=C/[C@H]2[C@](NC([C@H]3N(C1=O)C[C@@H](C3)OC=3N=C1C=CC(=CC1=C1C=C(C=CC31)F)F)=O)(C2)C(=O)O ((2R,6S,13aS,14aR,16aS,Z)-6-(tert-butoxycarbonylamino)-2-(2,9-difluorophenanthridin-6-yloxy)-5,16-dioxo-1,2,3,5,6,7,8,9,10,11,13a,14,14a,15,16,16a-hexadecahydrocyclopropa[e]pyrrolo[1,2-a][1,4]diazacyclopentadecine-14a-carboxylic acid). RXN SMILES: [C:1]([O:5][C:6]([NH:8][C@@H:9]1[C:23](=[O:24])[N:22]2[CH2:25][C@H:26]([O:28][C:29]3[N:30]=[C:31]4[C:36](=[C:37]5[C:42]=3[CH:41]=[CH:40][C:39]([F:43])=[CH:38]5)[CH:35]=[C:34]([F:44])[CH:33]=[CH:32]4)[CH2:27][C@H:21]2[C:20](=[O:45])[NH:19][C@:18]2([C:47]([O:49]CC)=[O:48])[CH2:46][C@H:17]2[CH:16]=[CH:15][CH2:14][CH2:13][CH2:12][CH2:11][CH2:10]1)=[O:7])([CH3:4])([CH3:3])[CH3:2].C(OC(N[C@@H]1C(=O)N2C[C@H](OC3N=C4C(=C5C=3C=CC=C5)C=CC=C4)C[C@H]2C(=O)N[C@]2(C(OCC)=O)C[C@H]2C=CCCCCC1)=O)(C)(C)C>>[C:1]([O:5][C:6]([NH:8][C@@H:9]1[C:23](=[O:24])[N:22]2[CH2:25][C@H:26]([O:28][C:29]3[N:30]=[C:31]4[C:36](=[C:37]5[C:42]=3[CH:41]=[CH:40][C:39]([F:43])=[CH:38]5)[CH:35]=[C:34]([F:44])[CH:33]=[CH:32]4)[CH2:27][C@H:21]2[C:20](=[O:45])[NH:19][C@:18]2([C:47]([OH:49])=[O:48])[CH2:46][C@H:17]2[CH:16]=[CH:15][CH2:14][CH2:13][CH2:12][CH2:11][CH2:10]1)=[O:7])([CH3:4])([CH3:2])[CH3:3]. Procedure: Example 38e was prepared according to the procedure used for the preparation of Example 24c, substituting the product of Example 38d for the product of Example 24b. The reactants are C1(=CC=C(C=C1)S(=O)(=O)Cl)C (p-toluenesulphonyl chloride), OCC1COC2=CC=CC=C2C1 (3-hydroxymethylchroman). The solvent is N1=CC=CC=C1 (pyridine). Conditions: time 3 hour. Yields the product C1(=CC=C(C=C1)S(=O)(=O)OCC1COC2=CC=CC=C2C1)C (3-(p-toluenesulphonyloxymethyl)chroman). The yield is 94.0%. As a reaction SMILES: [C:1]1([CH3:11])[CH:6]=[CH:5][C:4]([S:7](Cl)(=[O:9])=[O:8])=[CH:3][CH:2]=1.[OH:12][CH2:13][CH:14]1[CH2:23][C:22]2[C:17](=[CH:18][CH:19]=[CH:20][CH:21]=2)[O:16][CH2:15]1>N1C=CC=CC=1>[C:1]1([CH3:11])[CH:6]=[CH:5][C:4]([S:7]([O:12][CH2:13][CH:14]2[CH2:23][C:22]3[C:17](=[CH:18][CH:19]=[CH:20][CH:21]=3)[O:16][CH2:15]2)(=[O:9])=[O:8])=[CH:3][CH:2]=1. Procedure: 46.14 g (242 mmol) of p-toluenesulphonyl chloride are added while stirring at room temperature to a solution of 36.12 g (220 mmol) of 3-hydroxymethylchroman in 100 ml of absolute pyridine, the slightly exothermic reaction being maintained at room temperature by means of an ice bath. The reaction mixture is stirred for a further 3 hours at room temperature and then poured onto ice-water. The crystals formed are filtered off with suction, washed with water and dried in vacuo. 65.84 g (94%) of 3-(p... The product is CO[C@@]1([C@@H]2N(C1=O)C(=C(CS2)COC(=O)N)C(=O)[O-])NC(=O)CC3=CC=CS3.[Na+] (Cefoxitin Sodium). As a reaction SMILES: [CH3:1][O:2][C@@:3]1([NH:20][C:21]([CH2:23][C:24]2[S:28][CH:27]=[CH:26][CH:25]=2)=[O:22])[C:6](=[O:7])[N:5]2[C:8]([C:17]([OH:19])=[O:18])=[C:9]([CH2:12][O:13][C:14]([NH2:16])=[O:15])[CH2:10][S:11][C@H:4]12.C([O-])(=O)C(C)O.[Na+:35]>CC(C)=O>[CH3:1][O:2][C@@:3]1([NH:20][C:21]([CH2:23][C:24]2[S:28][CH:27]=[CH:26][CH:25]=2)=[O:22])[C:6](=[O:7])[N:5]2[C:8]([C:17]([O-:19])=[O:18])=[C:9]([CH2:12][O:13][C:14]([NH2:16])=[O:15])[CH2:10][S:11][C@H:4]12.[Na+:35] |f:1.2,4.5|. Procedure: To cefoxitin acid (11 g) in 12% aqueous acetone (88 ml), 60% aqueous sodium lactate (4.7 g) solution was added at 30° C. and stirred for 10 minutes, excess acetone was added (275 ml) to precipitate the product. The solid was filtered and dried under vacuum to yield the title compound in pure form (10 g) Conditions: time 10 minute. The solvent is CC(=O)C (acetone), CC(=O)C (acetone). Starting materials: CO[C@@]1([C@@H]2N(C1=O)C(=C(CS2)COC(=O)N)C(=O)O)NC(=O)CC3=CC=CS3 (cefoxitin), C(C(O)C)(=O)[O-].[Na+] (sodium lactate).